This data is from the Open Reaction Database (ORD), a public repository of structured organic reaction records. The task is: describe an organic reaction: reactants, conditions, products, and yield Starting materials: CN(CCC1=CNC2=CC=C(C=C12)C=O)C (3-(2-Dimethylamino-ethyl)-1H-indole-5-carbaldehyde). Solvent: CO (methanol). Reaction conditions: time 1 hour. Product: CN(CCC1=CNC2=CC=C(C=C12)CO)C ([3-(2-Dimethylamino-ethyl)-1H-indol-5-yl]-methanol). The yield is 104.1%. RXN SMILES: [CH3:1][N:2]([CH3:16])[CH2:3][CH2:4][C:5]1[C:13]2[C:8](=[CH:9][CH:10]=[C:11]([CH:14]=[O:15])[CH:12]=2)[NH:7][CH:6]=1>CO>[CH3:16][N:2]([CH3:1])[CH2:3][CH2:4][C:5]1[C:13]2[C:8](=[CH:9][CH:10]=[C:11]([CH2:14][OH:15])[CH:12]=2)[NH:7][CH:6]=1. Reported procedure: A 50 ml hydrogenation bomb is charged with 3-(2-dimethylamino-ethyl)-1H-indole-5-carbaldehyde (Example 13) (1.0 g, 4.62 mmol) and methanol (10 mL). The bomb is purged with hydrogen (three times to 200 psi and release to atmospheric pressure), and then pressurised to 200 psi. After stirring for one hour, the pressure is released, and a solution of [Rh DiPFc (COD)]BF4 (6.6 mg, S/C=500) in methanol (1 ml) is added through a septum port. The bomb is pressurized with hydrogen to 200 psi, and left sti...